The task is: describe an organic reaction: reactants, conditions, products, and yield. This data is from the Open Reaction Database (ORD), a public repository of structured organic reaction records. Yields the product OC(C)N1CCC(CC1)=C1C2=C(C=CC3=C1C=C(C=C3)S(=O)C(F)(F)F)C=CC=C2 (1-hydroxyethyl-4-(3-trifluoromethylsulfinyl-5H-dibenzo[a,d]cyclohepten-5-ylidene)piperidine). Reported procedure: A solution of 0.244 g. of ethylene oxide in 30 ml. of methanol at dry-ice temperature is added to an ice cold solution of 2.25 g. of 4-(3-trifluoromethylsulfinyl-5H-dibenzo[a,d]cyclohepten-5-ylidene)piperidine in 15 ml. of chloroform and 75 ml. of methanol. The solution is stirred at ambient temperature overnight. A second quantity (0.25 g.) of ethylene oxide is added as before and the mixture is again stirred overnight. The mixture is concentrated to dryness and the residue is coevaporated in v... Conditions: time 8 hour. RXN SMILES: [CH2:1]1[O:3][CH2:2]1.C(=O)=O.[F:7][C:8]([F:33])([F:32])[S:9]([C:11]1[CH:12]=[CH:13][C:14]2[CH:20]=[CH:19][C:18]3[CH:21]=[CH:22][CH:23]=[CH:24][C:17]=3[C:16](=[C:25]3[CH2:30][CH2:29][NH:28][CH2:27][CH2:26]3)[C:15]=2[CH:31]=1)=[O:10]>CO.C(Cl)(Cl)Cl>[OH:3][CH:1]([N:28]1[CH2:29][CH2:30][C:25](=[C:16]2[C:15]3[CH:31]=[C:11]([S:9]([C:8]([F:33])([F:7])[F:32])=[O:10])[CH:12]=[CH:13][C:14]=3[CH:20]=[CH:19][C:18]3[CH:21]=[CH:22][CH:23]=[CH:24][C:17]2=3)[CH2:26][CH2:27]1)[CH3:2]. The reactants are C1CO1 (ethylene oxide), FC(S(=O)C=1C=CC2=C(C(C3=C(C=C2)C=CC=C3)=C3CCNCC3)C1)(F)F (4-(3-trifluoromethylsulfinyl-5H-dibenzo[a,d]cyclohepten-5-ylidene)piperidine), C1CO1 (ethylene oxide), C(=O)=O (dry-ice), ice. Run in C(Cl)(Cl)Cl (chloroform), CO (methanol), CO (methanol). The product is ONCCCP(O)(O)=O (3-(N-hydroxyamino)propylphosphonic acid). Run in O (water). Procedure details: A mixture of diethyl 3-(N-hydroxyamino)propylphosphonate (12.9 g.), acetic acid (65 ml.) and 1 N hydrochloric acid (130 ml.) was heated to reflux with stirring for 8 hours and then was concentrated under reduced pressure to remove off acetic acid. The concentrate was decolorized by treating with an activated charcoal and evaporated to dryness under reduced pressure to give an oily residue (9.5 g.), which was dissolved in water (30 ml.) and adjusted to pH 4 with sodium bicarbonate (ca. 4.2 g.) to... Reaction SMILES: [OH:1][NH:2][CH2:3][CH2:4][CH2:5][P:6](=[O:13])([O:10]CC)[O:7]CC.C(O)(=O)C.Cl.C(=O)(O)[O-].[Na+]>O>[OH:1][NH:2][CH2:3][CH2:4][CH2:5][P:6](=[O:7])([OH:13])[OH:10] |f:3.4|. Reaction conditions: time 8 hour. Yield: 50.7%. The reactants are ONCCCP(OCC)(OCC)=O (diethyl 3-(N-hydroxyamino)propylphosphonate), C(C)(=O)O (acetic acid), Cl (hydrochloric acid), C([O-])(O)=O.[Na+] (sodium bicarbonate). Starting materials: Cl (HCl), C(=O)(O)[O-].[Na+] (NaHCO3), NC=1C=C(C=CC1)NC(CN(CC)CC)=O (N-(3-aminophenyl)-2-(diethylamino)acetamide), [N-]=[N+]=[N-].[Na+] (NaN3). Solvent: O (water), C1CCOC1 (THF), C1CCOC1 (THF). Product: N(=[N+]=[N-])C=1C=C(C=CC1)NC(CN(CC)CC)=O (N-(3-azidophenyl)-2-(diethylamino)acetamide). Isolated yield 96.4%. RXN SMILES: [NH2:1][C:2]1[CH:3]=[C:4]([NH:8][C:9](=[O:16])[CH2:10][N:11]([CH2:14][CH3:15])[CH2:12][CH3:13])[CH:5]=[CH:6][CH:7]=1.Cl.[N-:18]=[N+:19]=[N-].[Na+].C([O-])(O)=O.[Na+]>C1COCC1.O>[N:1]([C:2]1[CH:3]=[C:4]([NH:8][C:9](=[O:16])[CH2:10][N:11]([CH2:14][CH3:15])[CH2:12][CH3:13])[CH:5]=[CH:6][CH:7]=1)=[N+:18]=[N-:19] |f:2.3,4.5|. Reported procedure: N-(3-Aminophenyl)-2-(diethylamino)acetamide 5 (0.52 g, 2.35 mmol) was dissolved in THF (6 ml), and cooled in an ice bath. The resulting stirred mixture was treated sequentially with concentrated aqueous HCl (1.08 ml, 12.92 mmol), then with tBuONO (0.61 g, 5.87 mmol). The reaction was stirred in an ice bath for 1.5 hours and after that time NaN3 (0.46 g, 7.05 mmol) was added, followed by careful addition of water, until the reaction ceased to effervesse. The reaction was allowed to warm to room t... The reactants are CCCCCCI, [K+], [K+], O=C([O-])[O-], CN(C)C=O, CCCC1CCC(C2CCC(c3ccc(O)cc3)CC2)CC1. The product is CCCCCCOc1ccc(C2CCC(C3CCC(CCC)CC3)CC2)cc1. RXN SMILES: [CH2:29]([CH2:30][CH2:31][CH2:32][CH2:33][CH3:34])[I:35].[K+:23].[K+:24].[O-:25][C:26]([O-:27])=[O:28].[O:36]=[CH:37][N:38]([CH3:39])[CH3:40].[OH:1][c:2]1[cH:3][cH:4][c:5]([CH:8]2[CH2:9][CH2:10][CH:11]([CH:14]3[CH2:15][CH2:16][CH:17]([CH2:20][CH2:21][CH3:22])[CH2:18][CH2:19]3)[CH2:12][CH2:13]2)[cH:6][cH:7]1>>[O:1]([c:2]1[cH:3][cH:4][c:5]([CH:8]2[CH2:9][CH2:10][CH:11]([CH:14]3[CH2:15][CH2:16][CH:17]([CH2:20][CH2:21][CH3:22])[CH2:18][CH2:19]3)[CH2:12][CH2:13]2)[cH:6][cH:7]1)[CH2:29][CH2:30][CH2:31][CH2:32][CH2:33][CH3:34]. Starting materials: COC=1C=C(COC(\C=C(\C)/N)=O)C=C(C1OC)OC (β-aminocrotonic acid 3,4,5-trimethoxybenzyl ester), COC=1C=C(COC(=O)C=2C(C(=C(NC2C)C)C(=O)OC)C2=C(C=CC=C2)[N+](=O)[O-])C=C(C1OC)OC (2,6-dimethyl-3-methoxycarbonyl-4-(2'-nitrophenyl)-1,4-dihydropyridine-5-carboxylic acid 3,4,5-trimethoxybenzyl ester). The solvent is C(C)O (ethanol), C(C)O (ethanol). Yields the product COC(=O)CC(=O)/C=C/C1=CC=CC=C1[N+](=O)[O-] (2'-nitrobenzylideneacetoacetic acid methyl ester). Isolated yield 78.0%. RXN SMILES: COC1C=C(C=C(OC)C=1OC)[CH2:6][O:7][C:8](=[O:13])/[CH:9]=C(\N)/C.COC1C=C(C=C(OC)C=1OC)COC(C1[CH:31]([C:42]2[CH:47]=[CH:46][CH:45]=[CH:44][C:43]=2[N+:48]([O-:50])=[O:49])[C:32]([C:38]([O:40]C)=O)=C(C)NC=1C)=O>C(O)C>[CH3:6][O:7][C:8]([CH2:9][C:38](/[CH:32]=[CH:31]/[C:42]1[C:43]([N+:48]([O-:50])=[O:49])=[CH:44][CH:45]=[CH:46][CH:47]=1)=[O:40])=[O:13]. Procedure details: Analogously to Example 1 heating a solution of 75 mmols of 2'-nitrobenzylideneacetoacetic acid methyl ester and 75 ml of β-aminocrotonic acid 3,4,5-trimethoxybenzyl ester in 120 ml of ethanol gave 2,6-dimethyl-3-methoxycarbonyl-4-(2'-nitrophenyl)-1,4-dihydropyridine-5-carboxylic acid 3,4,5-trimethoxybenzyl ester of melting point 125° C (from ethanol). Reactants: COC(C=1C(N)=CC=C(C1)Cl)=O (5-chloroanthranilic acid methyl ester), N1=CC=CC=C1 (pyridine), C1(=CC=CC=C1)S(=O)(=O)Cl (benzenesulfonylchloride), Cl (HCl). Solvent: C(Cl)Cl (methylene chloride). Conditions: time 8 hour. The product is C1(=CC=CC=C1)S(=O)(=O)NC1=C(C(=O)OC)C=C(C=C1)Cl (Methyl 2-phenylsulfonylamino-5-chlorobenzoate). As a reaction SMILES: [CH3:1][O:2][C:3](=[O:12])[C:4]1[C:5](=[CH:7][CH:8]=[C:9]([Cl:11])[CH:10]=1)[NH2:6].N1C=CC=CC=1.Cl.[C:20]1([S:26](Cl)(=[O:28])=[O:27])[CH:25]=[CH:24][CH:23]=[CH:22][CH:21]=1>C(Cl)Cl>[C:20]1([S:26]([NH:6][C:5]2[CH:7]=[CH:8][C:9]([Cl:11])=[CH:10][C:4]=2[C:3]([O:2][CH3:1])=[O:12])(=[O:28])=[O:27])[CH:25]=[CH:24][CH:23]=[CH:22][CH:21]=1. Reported procedure: To a solution of 5-chloroanthranilic acid methyl ester (400 mg; prepared in Reference Example 1) and pyridine (0.87 ml) in methylene chloride, benzenesulfonylchloride (0.33 ml) was added at 0° C. The solution was stirred overnight at room temperature. The reaction mixture was poured into diluted HCl and extracted with ethyl acetate. The organic layer was washed, dried over and concentrated under reduced pressure. The residue was purified on silica gel column chromatography (hexane-AcOEt) to give...